The task is: describe an organic reaction: reactants, conditions, products, and yield. This data is from the Open Reaction Database (ORD), a public repository of structured organic reaction records. The reactants are COCCOC=1C=C2C(=CC1OCCOC)N=CN=C2NC=3C=CC=C(C3)C#C (erlotinib), C(Cl)Cl (CH2Cl2), F2, N#N (N2), F2, N#N (N2). Solvent: C(C)#N (acetonitrile). Conditions: time 30 minute. Yields the product C(#C)C=1C=C(C=CC1Cl)NC1=NC=NC2=CC(=C(C=C12)OCCOC)OCCOC (N-(3-ethynyl-4-chlorophenyl)-6,7-bis(2-methoxyethoxy)quinazolin-4-amine). As a reaction SMILES: [CH3:1][O:2][CH2:3][CH2:4][O:5][C:6]1[CH:7]=[C:8]2[C:20]([NH:21][C:22]3[CH:23]=[CH:24][CH:25]=[C:26]([C:28]#[CH:29])[CH:27]=3)=[N:19][CH:18]=[N:17][C:9]2=[CH:10][C:11]=1[O:12][CH2:13][CH2:14][O:15][CH3:16].N#N.C(Cl)[Cl:33]>C(#N)C>[C:28]([C:26]1[CH:27]=[C:22]([NH:21][C:20]2[C:8]3[C:9](=[CH:10][C:11]([O:12][CH2:13][CH2:14][O:15][CH3:16])=[C:6]([O:5][CH2:4][CH2:3][O:2][CH3:1])[CH:7]=3)[N:17]=[CH:18][N:19]=2)[CH:23]=[CH:24][C:25]=1[Cl:33])#[CH:29]. Procedure details: 300 mg erlotinib was dissolved in 200 mL CH2Cl2 at −78° C. cooled by dry-ice/acetone bath. A mixture of F2 and N2 gas containing 20% F2/80% N2 was passed through the reaction vessel continuously at a flow rate of 2 L/min. Reaction was stopped after 30 min and the solvent was removed under vacuum. Dried reaction products were dissolved in 3 mL acetonitrile and was separated on an Agilent Zorbax C8 250×4.6 mm column, gradient elution from 30% MeOH/70% 0.1% formic acid in dd-H2O to 90% MeOH/10% 0.1... Starting materials: S(C)(=O)(=O)[O-] (mesylate), [H-].[Al+3].[Li+].[H-].[H-].[H-] (lithium aluminum hydride), C(C1=CC=CC=C1)N1C(C2=C(C=CC=C2CC1C)C1=CC=CC=C1)=O (2-benzyl-3,4-dihydro-3-methyl-8-phenyl-1(2H)-isoquinolone), [H-].[Na+] (sodium hydride). Product: C(C1=CC=CC=C1)N1CC2=C(C=CC=C2CC1C)C1=CC=CC=C1 (2-benzyl-3-methyl-8-phenyl-1,2,3,4-tetrahydroisoquinoline). RXN SMILES: S([O-])(=O)(=O)C.[CH2:6]([N:13]1[CH:22]([CH3:23])[CH2:21][C:20]2[C:15](=[C:16]([C:24]3[CH:29]=[CH:28][CH:27]=[CH:26][CH:25]=3)[CH:17]=[CH:18][CH:19]=2)[C:14]1=O)[C:7]1[CH:12]=[CH:11][CH:10]=[CH:9][CH:8]=1.[H-].[Na+].[H-].[Al+3].[Li+].[H-].[H-].[H-]>>[CH2:6]([N:13]1[CH:22]([CH3:23])[CH2:21][C:20]2[C:15](=[C:16]([C:24]3[CH:29]=[CH:28][CH:27]=[CH:26][CH:25]=3)[CH:17]=[CH:18][CH:19]=2)[CH2:14]1)[C:7]1[CH:8]=[CH:9][CH:10]=[CH:11][CH:12]=1 |f:2.3,4.5.6.7.8.9|. Procedure details: Heating 3,4-dihydro-3-methyl-8-phenylisocoumarin and benzylamine hydrobromide in benzylamine at 160° C. gives N-benzyl-6-(2-hydroxy-2-methylethyl)2-biphenylcarboxamide which is converted to the corresponding mesylate and then cyclized to 2-benzyl-3,4-dihydro-3-methyl-8-phenyl-1(2H)-isoquinolone with sodium hydride. This compound is then reduced with lithium aluminum hydride to give 2-benzyl-3-methyl-8-phenyl-1,2,3,4-tetrahydroisoquinoline. Hydrogenation of this product using 5% palladium-on-carb...